Dataset: the Open Reaction Database (ORD), a public repository of structured organic reaction records. Task: describe an organic reaction: reactants, conditions, products, and yield The reactants are CC(=O)OC1(c2nc(-c3ccc(F)cc3F)c(-c3ccc(=O)n(-c4c(F)cccc4F)c3)o2)CC1, CO, Cl. Yields the product O=c1ccc(-c2oc(C3(O)CC3)nc2-c2ccc(F)cc2F)cn1-c1c(F)cccc1F. RXN SMILES: [C:1](=[O:2])([CH3:3])[O:4][C:5]1([c:8]2[o:9][c:10](-[c:21]3[cH:22][n:23](-[c:28]4[c:29]([F:35])[cH:30][cH:31][cH:32][c:33]4[F:34])[c:24](=[O:27])[cH:25][cH:26]3)[c:11](-[c:13]3[c:14]([F:20])[cH:15][c:16]([F:19])[cH:17][cH:18]3)[n:12]2)[CH2:6][CH2:7]1.[CH3:36][OH:37].[ClH:38]>>[OH:4][C:5]1([c:8]2[o:9][c:10](-[c:21]3[cH:22][n:23](-[c:28]4[c:29]([F:35])[cH:30][cH:31][cH:32][c:33]4[F:34])[c:24](=[O:27])[cH:25][cH:26]3)[c:11](-[c:13]3[c:14]([F:20])[cH:15][c:16]([F:19])[cH:17][cH:18]3)[n:12]2)[CH2:6][CH2:7]1. Reactants: COc1ccc(C(F)(F)F)cc1C=O, ClCCl, Cl, Cl, [Na+], O=C([O-])O, NC1CCCNC1c1ccccc1. Yields the product COc1ccc(C(F)(F)F)cc1CNC1CCCNC1c1ccccc1. As a reaction SMILES: [CH3:16][O:17][c:18]1[c:19]([CH:20]=[O:21])[cH:22][c:23]([C:26]([F:27])([F:28])[F:29])[cH:24][cH:25]1.[Cl:35][CH2:36][Cl:37].[ClH:1].[ClH:2].[Na+:34].[O-:30][C:31]([OH:32])=[O:33].[c:3]1([CH:9]2[NH:10][CH2:11][CH2:12][CH2:13][CH:14]2[NH2:15])[cH:4][cH:5][cH:6][cH:7][cH:8]1>>[c:3]1([CH:9]2[NH:10][CH2:11][CH2:12][CH2:13][CH:14]2[NH:15][CH2:20][c:19]2[c:18]([O:17][CH3:16])[cH:25][cH:24][c:23]([C:26]([F:27])([F:28])[F:29])[cH:22]2)[cH:4][cH:5][cH:6][cH:7][cH:8]1. Reactants: CN(C=CC(=O)C1=CN=CC2=CC=CC=C12)C (3-dimethylamino-(4-isoquinolyl)-2-propen-1-one), [N+](=O)(O)[O-].FC(C(F)F)(OC=1C=C(C=CC1)NC(=N)N)F (3-(1,1,2,2-tetrafluoroethoxy)phenylguanidine nitrate). Yields the product FC(C(F)F)(OC=1C=C(C=CC1)NC1=NC=CC(=N1)C1=CN=CC2=CC=CC=C12)F (N-[3-(1,1,2,2-tetrafluoroethoxy)phenyl]-4-(4-isoquinolyl)-2-pyrimidine-amine). As a reaction SMILES: CN(C)[CH:3]=[CH:4][C:5]([C:7]1[C:16]2[C:11](=[CH:12][CH:13]=[CH:14][CH:15]=2)[CH:10]=[N:9][CH:8]=1)=O.[N+]([O-])(O)=O.[F:22][C:23]([F:38])([O:27][C:28]1[CH:29]=[C:30]([NH:34][C:35]([NH2:37])=[NH:36])[CH:31]=[CH:32][CH:33]=1)[CH:24]([F:26])[F:25]>>[F:22][C:23]([F:38])([O:27][C:28]1[CH:29]=[C:30]([NH:34][C:35]2[N:37]=[C:5]([C:7]3[C:16]4[C:11](=[CH:12][CH:13]=[CH:14][CH:15]=4)[CH:10]=[N:9][CH:8]=3)[CH:4]=[CH:3][N:36]=2)[CH:31]=[CH:32][CH:33]=1)[CH:24]([F:25])[F:26] |f:1.2|. Procedure details: In accordance with the general procedure described in Example 1, reaction of 226.2 mg (1.0 mmol) of 3-dimethylamino-(4-isoquinolyl)-2-propen-1-one and 185 g (0.60 mmol) of 3-(1,1,2,2-tetrafluoroethoxy)phenylguanidine nitrate gives N-[3-(1,1,2,2-tetrafluoroethoxy)phenyl]-4-(4-isoquinolyl)-2-pyrimidine-amine; FAB-MS:415 (M+ +1), m.p. 158°-160° C. Reactants: CO, Nc1c(Cl)cc(CC(NC(=O)N2CCC(N3CCc4ccccc4NC3=O)CC2)C(=O)N2CCC(N3CCN(C(=O)OCc4ccccc4)CC3)CC2)cc1C(F)(F)F. Yields the product Nc1c(Cl)cc(CC(NC(=O)N2CCC(N3CCc4ccccc4NC3=O)CC2)C(=O)N2CCC(N3CCNCC3)CC2)cc1C(F)(F)F. RXN SMILES: [CH3:60][OH:61].[NH2:1][c:2]1[c:3]([Cl:59])[cH:4][c:5]([CH2:12][CH:13]([C:14](=[O:15])[N:16]2[CH2:17][CH2:18][CH:19]([N:22]3[CH2:23][CH2:24][N:25]([C:28]([O:29][CH2:30][c:31]4[cH:32][cH:33][cH:34][cH:35][cH:36]4)=[O:37])[CH2:26][CH2:27]3)[CH2:20][CH2:21]2)[NH:38][C:39](=[O:40])[N:41]2[CH2:42][CH2:43][CH:44]([N:47]3[C:48](=[O:58])[NH:49][c:50]4[c:51]([cH:54][cH:55][cH:56][cH:57]4)[CH2:52][CH2:53]3)[CH2:45][CH2:46]2)[cH:6][c:7]1[C:8]([F:9])([F:10])[F:11]>>[NH2:1][c:2]1[c:3]([Cl:59])[cH:4][c:5]([CH2:12][CH:13]([C:14](=[O:15])[N:16]2[CH2:17][CH2:18][CH:19]([N:22]3[CH2:23][CH2:24][NH:25][CH2:26][CH2:27]3)[CH2:20][CH2:21]2)[NH:38][C:39](=[O:40])[N:41]2[CH2:42][CH2:43][CH:44]([N:47]3[C:48](=[O:58])[NH:49][c:50]4[c:51]([cH:54][cH:55][cH:56][cH:57]4)[CH2:52][CH2:53]3)[CH2:45][CH2:46]2)[cH:6][c:7]1[C:8]([F:9])([F:10])[F:11]. Starting materials: C1CCOC1, CC(C)CN(CC(O)C(Cc1ccc(OCc2ccccc2)cc1)NC(=O)OC1COC2OCCC12)S(=O)(=O)c1ccc2c(c1)OCO2. Product: CC(C)CN(CC(O)C(Cc1ccc(O)cc1)NC(=O)OC1COC2OCCC12)S(=O)(=O)c1ccc2c(c1)OCO2. RXN SMILES: [CH2:49]1[O:50][CH2:51][CH2:52][CH2:53]1.[O:1]1[CH2:2][O:3][c:4]2[c:5]1[cH:6][cH:7][c:8]([S:10](=[O:11])(=[O:12])[N:13]([CH2:14][CH:15]([CH:16]([CH2:17][c:18]1[cH:19][cH:20][c:21]([O:24][CH2:25][c:26]3[cH:27][cH:28][cH:29][cH:30][cH:31]3)[cH:22][cH:23]1)[NH:32][C:33]([O:34][CH:35]1[CH2:36][O:37][CH:38]3[O:39][CH2:40][CH2:41][CH:42]13)=[O:43])[OH:44])[CH2:45][CH:46]([CH3:47])[CH3:48])[cH:9]2>>[O:1]1[CH2:2][O:3][c:4]2[c:5]1[cH:6][cH:7][c:8]([S:10](=[O:11])(=[O:12])[N:13]([CH2:14][CH:15]([CH:16]([CH2:17][c:18]1[cH:19][cH:20][c:21]([OH:24])[cH:22][cH:23]1)[NH:32][C:33]([O:34][CH:35]1[CH2:36][O:37][CH:38]3[O:39][CH2:40][CH2:41][CH:42]13)=[O:43])[OH:44])[CH2:45][CH:46]([CH3:47])[CH3:48])[cH:9]2.